Dataset: the Open Reaction Database (ORD), a public repository of structured organic reaction records. Task: describe an organic reaction: reactants, conditions, products, and yield The reactants are CCO, COc1cccc(N)c1, Clc1cc(-c2ccccn2)nc(-c2ccccn2)n1, Cl, [Na+], [OH-], O. Yields the product COc1cccc(Nc2cc(-c3ccccn3)nc(-c3ccccn3)n2)c1. As a reaction SMILES: [CH2:32]([OH:33])[CH3:34].[CH3:20][O:21][c:22]1[cH:23][c:24]([NH2:28])[cH:25][cH:26][cH:27]1.[Cl:1][c:2]1[n:3][c:4](-[c:14]2[n:15][cH:16][cH:17][cH:18][cH:19]2)[n:5][c:6](-[c:8]2[n:9][cH:10][cH:11][cH:12][cH:13]2)[cH:7]1.[ClH:29].[Na+:31].[OH-:30].[OH2:35]>>[c:2]1([NH:28][c:24]2[cH:23][c:22]([O:21][CH3:20])[cH:27][cH:26][cH:25]2)[n:3][c:4](-[c:14]2[n:15][cH:16][cH:17][cH:18][cH:19]2)[n:5][c:6](-[c:8]2[n:9][cH:10][cH:11][cH:12][cH:13]2)[cH:7]1. Reactants: O.O.Cl[Sn]Cl (SnCl2.2H2O), CO (MeOH), CC(C(=O)O)=CC1=CC=C(C=C1)[N+](=O)[O-] (α-Methyl-4-nitrocinnamic acid). Reagents/catalysts: CC(=O)O (AcOH). Run in CCOCC (Et2O), CCOC(=O)C (EtOAc), CCOC(=O)C (EtOAc). Product: COC(\C(=C\C1=CC=C(C=C1)N)\C)=O ((E)-3-(4-Amino-phenyl)-2-methyl-acrylic acid methyl ester). Reaction SMILES: [CH3:1][C:2](=[CH:6][C:7]1[CH:12]=[CH:11][C:10]([N+:13]([O-])=O)=[CH:9][CH:8]=1)[C:3]([OH:5])=[O:4].[CH3:16]O.O.O.Cl[Sn]Cl>CCOC(C)=O.CCOCC.CC(O)=O>[CH3:16][O:5][C:3](=[O:4])/[C:2](/[CH3:1])=[CH:6]/[C:7]1[CH:12]=[CH:11][C:10]([NH2:13])=[CH:9][CH:8]=1 |f:2.3.4|. Procedure details: α-Methyl-4-nitrocinnamic acid (53 mg, 0.25 mmol) was dissolved in EtOAc and MeOH and a solution of CH2N2 in Et2O was added until a persistent yellow color was observed. A couple of drops of AcOH were added to destroy the excess CH2N2. The mixture was diluted with EtOAc and the organic layer was washed with H2O, aqueous NaOH (1N) and brine, dried over anhydrous MgSO4 and concentrated to dryness. The residue was re-dissolved in EtOH (2 mL), SnCl2.2H2O (289 mg, 1.28 mmol) was added and the reaction... Reactants: C1(=CC=CC=C1)C=1N(C(=C(N1)C1=CC=CC=C1)C1=CC=CC=C1)CCCCCCCBr (2,4,5-Triphenyl-1-(7-bromoheptyl)imidazole), S(=O)([O-])[O-].[Na+].[Na+] (sodium sulphite). Run in C(C)O (ethanol), O (water). The product is C1(=CC=CC=C1)C=1N(C(=C(N1)C1=CC=CC=C1)C1=CC=CC=C1)CCCCCCCS(=O)(=O)[O-].[Na+] (sodium 7-(2,4,5-tri-phenylimidazol-1-yl)heptane-sulphonate). Yield: 32.1%. As a reaction SMILES: [C:1]1([C:7]2[N:8]([CH2:24][CH2:25][CH2:26][CH2:27][CH2:28][CH2:29][CH2:30]Br)[C:9]([C:18]3[CH:23]=[CH:22][CH:21]=[CH:20][CH:19]=3)=[C:10]([C:12]3[CH:17]=[CH:16][CH:15]=[CH:14][CH:13]=3)[N:11]=2)[CH:6]=[CH:5][CH:4]=[CH:3][CH:2]=1.[S:32]([O-:35])([O-:34])=[O:33].[Na+:36].[Na+]>C(O)C.O>[C:1]1([C:7]2[N:8]([CH2:24][CH2:25][CH2:26][CH2:27][CH2:28][CH2:29][CH2:30][S:32]([O-:35])(=[O:34])=[O:33])[C:9]([C:18]3[CH:23]=[CH:22][CH:21]=[CH:20][CH:19]=3)=[C:10]([C:12]3[CH:17]=[CH:16][CH:15]=[CH:14][CH:13]=3)[N:11]=2)[CH:6]=[CH:5][CH:4]=[CH:3][CH:2]=1.[Na+:36] |f:1.2.3,6.7|. Reported procedure: 2,4,5-Triphenyl-1-(7-bromoheptyl)imidazole (0.95 g) was dissolved in hot ethanol (10 ml) and a solution of sodium sulphite (0.38 g) in hot water (5 ml) was added. The white suspension was heated at reflux temperature for 20 hours then evaporated to dryness. The mixture was taken up in dichloromethane, filtered and the filtrate evaporated to an oil which was chromatographed on silica gel (dichloromethane/methanol). The resulting oil was dissolved in methanol and excess ether added giving an oil w... Reactants: ClC1=CC=C2C(=CC=NC2=C1NS(=O)(=O)C1=C(C=CC=C1)[N+](=O)[O-])OC (N-(7-chloro-4-methoxy-quinolin-8-yl)-2-nitro-benzenesulfonamide), Cl[Sn]Cl (SnCl2). The solvent is CCO (EtOH). Product: NC1=C(C=CC=C1)S(=O)(=O)NC=1C(=CC=C2C(=CC=NC12)OC)Cl (2-Amino-N-(7-chloro-4-methoxy-quinolin-8-yl)-benzenesulfonamide). Yield: 92.3%. As a reaction SMILES: [Cl:1][C:2]1[C:11]([NH:12][S:13]([C:16]2[CH:21]=[CH:20][CH:19]=[CH:18][C:17]=2[N+:22]([O-])=O)(=[O:15])=[O:14])=[C:10]2[C:5]([C:6]([O:25][CH3:26])=[CH:7][CH:8]=[N:9]2)=[CH:4][CH:3]=1.Cl[Sn]Cl>CCO>[NH2:22][C:17]1[CH:18]=[CH:19][CH:20]=[CH:21][C:16]=1[S:13]([NH:12][C:11]1[C:2]([Cl:1])=[CH:3][CH:4]=[C:5]2[C:10]=1[N:9]=[CH:8][CH:7]=[C:6]2[O:25][CH3:26])(=[O:14])=[O:15]. Reported procedure: In a similar fashion using route 19 general procedure 29, N-(7-chloro-4-methoxy-quinolin-8-yl)-2-nitro-benzenesulfonamide 569 (580 mg, 1.4 mmol), SnCl2 (1.66 g, 7.3 mmol) in EtOH (20 ml) gave the title compound (470 mg, 92%) which was used in the next step without further purification. Reaction SMILES: [CH2:1]([C:4]1[C:5]([OH:29])=[C:6]([C:10]2[NH:11][C:12]3[C:17]([C:18]=2[CH:19]2[CH2:24][CH2:23][CH2:22][CH2:21][CH2:20]2)=[CH:16][CH:15]=[C:14]([C:25]([O:27][CH3:28])=[O:26])[CH:13]=3)[CH:7]=[CH:8][CH:9]=1)[CH:2]=[CH2:3]>CCOC(C)=O.[Pd]>[CH:19]1([C:18]2[C:17]3[C:12](=[CH:13][C:14]([C:25]([O:27][CH3:28])=[O:26])=[CH:15][CH:16]=3)[NH:11][C:10]=2[C:6]2[CH:7]=[CH:8][CH:9]=[C:4]([CH2:1][CH2:2][CH3:3])[C:5]=2[OH:29])[CH2:24][CH2:23][CH2:22][CH2:21][CH2:20]1. Yields the product C1(CCCCC1)C1=C(NC2=CC(=CC=C12)C(=O)OC)C1=C(C(=CC=C1)CCC)O (methyl 3-cyclohexyl-2-(2-hydroxy-3-propylphenyl)-1H-indole-6-carboxylate). The reagents and catalysts are [Pd] (Pd/C). Solvent: CCOC(=O)C (EtOAc). Run at time 30 minute. Isolated yield 98.0%. Procedure: Methyl 2-(3-allyl-2-hydroxyphenyl)-3-cyclohexyl-1H-indole-6-carboxylate was dissolved in EtOAc (0.08M). After adding Pd/C (10%) HOAc was added and the mixture was degassed and flushed with Ar. After degassing, H2-atmosphere was applied and the mixture was left stirring at RT. After 30 min the reaction was complete and the catalyst was filtered off. After evaporation of the solvents the product was obtained as a yellowish solid (98%). (ES+) m/z 392 (M+H)+. The reactants are C(C=C)C=1C(=C(C=CC1)C=1NC2=CC(=CC=C2C1C1CCCCC1)C(=O)OC)O (Methyl 2-(3-allyl-2-hydroxyphenyl)-3-cyclohexyl-1H-indole-6-carboxylate). Reactants: O=C(Nc1ccc(F)nc1Br)C(F)(F)F, C=CCBr, CC#N, [Na+], [Na+], O=C([O-])[O-]. Product: C=CCN(C(=O)C(F)(F)F)c1ccc(F)nc1Br. Reaction SMILES: [Br:1][c:2]1[n:3][c:4]([F:15])[cH:5][cH:6][c:7]1[NH:8][C:9]([C:10]([F:11])([F:12])[F:13])=[O:14].[CH2:16]([CH:17]=[CH2:18])[Br:19].[CH3:26][C:27]#[N:28].[Na+:20].[Na+:21].[O-:22][C:23](=[O:24])[O-:25]>>[Br:1][c:2]1[n:3][c:4]([F:15])[cH:5][cH:6][c:7]1[N:8]([C:9]([C:10]([F:11])([F:12])[F:13])=[O:14])[CH2:18][CH:17]=[CH2:16].